describe an organic reaction: reactants, conditions, products, and yield From a dataset of the Open Reaction Database (ORD), a public repository of structured organic reaction records. Starting materials: C(C)OC(C(C)SC1=NC(=CC(=N1)Cl)Cl)=O (2-(4,6-dichloro-2-pyrimidinylthio) propionic acid ethyl ester), ClC1=CC=C(CN)C=C1 (p-chlorobenzylamine), C([O-])([O-])=O.[Na+].[Na+] (sodium carbonate), Cl (hydrochloric acid). The solvent is C(C)O (ethanol). Yields the product ClC1=NC(=NC(=C1)NCC1=CC=C(C=C1)Cl)SC(C(=O)O)C (2-[4-Chloro-6-(p-chlorobenzylamino)-2-pyrimidinylthio]propionic acid). As a reaction SMILES: C([O:3][C:4](=[O:16])[CH:5]([S:7][C:8]1[N:13]=[C:12]([Cl:14])[CH:11]=[C:10](Cl)[N:9]=1)[CH3:6])C.[Cl:17][C:18]1[CH:25]=[CH:24][C:21]([CH2:22][NH2:23])=[CH:20][CH:19]=1.C(=O)([O-])[O-].[Na+].[Na+].Cl>C(O)C>[Cl:14][C:12]1[CH:11]=[C:10]([NH:23][CH2:22][C:21]2[CH:24]=[CH:25][C:18]([Cl:17])=[CH:19][CH:20]=2)[N:9]=[C:8]([S:7][CH:5]([CH3:6])[C:4]([OH:3])=[O:16])[N:13]=1 |f:2.3.4|. Reported procedure: A stirred mixture of 5.6 g of 2-(4,6-dichloro-2-pyrimidinylthio) propionic acid ethyl ester, 2.9 g of p-chlorobenzylamine and 2.1 g of anhydrous sodium carbonate in 50 ml. of ethanol were heated under reflux for 6 hr. The reaction mixture was filtered and taken to dryness on a rotary evaporator. The residue was dissolved in ether and filtered free of insoluble material. The ether was removed on a rotary evaporator and the residue was treated with approximately 10 ml. of 30% sodium hydroxide solu... The reactants are C(C)(C)(C)OC(=O)N1CC(C1)C=1C=C2C=CN(C2=CC1)[Si](C(C)C)(C(C)C)C(C)C (3-(1-Triisopropylsilanyl-1H-indol-5-yl)-azetidine-1-carboxylic acid tert-butyl ester), [F-].C(CCC)[N+](CCCC)(CCCC)CCCC (Tetrabutylammonium fluoride). Solvent: C1CCOC1 (THF). Reaction conditions: time 5 minute. Product: C(C)(C)(C)OC(=O)N1CC(C1)C=1C=C2C=CNC2=CC1 (3-(1H-indol-5-yl)-azetidine-1-carboxylic acid tert-butyl ester). As a reaction SMILES: [C:1]([O:5][C:6]([N:8]1[CH2:11][CH:10]([C:12]2[CH:13]=[C:14]3[C:18](=[CH:19][CH:20]=2)[N:17]([Si](C(C)C)(C(C)C)C(C)C)[CH:16]=[CH:15]3)[CH2:9]1)=[O:7])([CH3:4])([CH3:3])[CH3:2].[F-].C([N+](CCCC)(CCCC)CCCC)CCC>C1COCC1>[C:1]([O:5][C:6]([N:8]1[CH2:9][CH:10]([C:12]2[CH:13]=[C:14]3[C:18](=[CH:19][CH:20]=2)[NH:17][CH:16]=[CH:15]3)[CH2:11]1)=[O:7])([CH3:4])([CH3:2])[CH3:3] |f:1.2|. Reported procedure: 3-(1-Triisopropylsilanyl-1H-indol-5-yl)-azetidine-1-carboxylic acid tert-butyl ester (1.1 g, 64% purity, 1.63 mmol) was dissolved in THF (20 ml). Tetrabutylammonium fluoride (3.25 ml, 1 molar solution in THF) was added and the reaction mixture was stirred for 5 minutes at room temperature. The reaction mixture was concentrated, and the residue was dissolved in H2O (50 ml) and diethyl ether (50 ml). The crude product was purified by silica gel chromatography with dichloromethane as eluent, yieldi... Reactants: CC(=O)Nc1ccc(S(=O)(=O)NC(C)(C)C)cc1, Cl, [Na+], [OH-]. Product: CC(C)(C)NS(=O)(=O)c1ccc(N)cc1. RXN SMILES: [CH3:1][C:2]([CH3:3])([CH3:4])[NH:5][S:6](=[O:7])(=[O:8])[c:9]1[cH:10][cH:11][c:12]([NH:15][C:16](=[O:17])[CH3:18])[cH:13][cH:14]1.[ClH:19].[Na+:21].[OH-:20]>>[CH3:1][C:2]([CH3:3])([CH3:4])[NH:5][S:6](=[O:7])(=[O:8])[c:9]1[cH:10][cH:11][c:12]([NH2:15])[cH:13][cH:14]1. Starting materials: Br(=O)(=O)[O-].[Na+] (sodium bromate), C(C)(C)(C)OC(NCCCC[C@@H](CO[Si](C1=CC=CC=C1)(C1=CC=CC=C1)C(C)(C)C)NC(=O)OC(C)(C)C)=O (tert-butyl[(5S)-5-[(tert-butoxycarbonyl)amino]-6-{[tert-butyl(diphenyl)silyl]oxy}hexyl]carbamate), Br(=O)(=O)[O-].[Na+] (sodium bromate). Reagents/catalysts: O.[Ru]=O (ruthenium oxide hydrate). Run in CCOC(=O)C (EtOAc), O (H2O). Run at time 8 hour. The product is C(C)(C)(C)OC(NC(CCC[C@@H](CO[Si](C1=CC=CC=C1)(C1=CC=CC=C1)C(C)(C)C)NC(=O)OC(C)(C)C)=O)=O (tert-butyl[(5S)-5-[(tert-butoxycarbonyl)amino]-6-{[tert-butyl(diphenyl)silyl]oxy}hexanoyl]carbamate). Yield: 36.8%. As a reaction SMILES: [C:1]([O:5][C:6](=[O:40])[NH:7][CH2:8][CH2:9][CH2:10][CH2:11][C@H:12]([NH:32][C:33]([O:35][C:36]([CH3:39])([CH3:38])[CH3:37])=[O:34])[CH2:13][O:14][Si:15]([C:28]([CH3:31])([CH3:30])[CH3:29])([C:22]1[CH:27]=[CH:26][CH:25]=[CH:24][CH:23]=1)[C:16]1[CH:21]=[CH:20][CH:19]=[CH:18][CH:17]=1)([CH3:4])([CH3:3])[CH3:2].Br([O-])(=O)=[O:42].[Na+]>CCOC(C)=O.O.O.[Ru]=O>[C:1]([O:5][C:6](=[O:40])[NH:7][C:8](=[O:42])[CH2:9][CH2:10][CH2:11][C@H:12]([NH:32][C:33]([O:35][C:36]([CH3:39])([CH3:38])[CH3:37])=[O:34])[CH2:13][O:14][Si:15]([C:28]([CH3:30])([CH3:31])[CH3:29])([C:16]1[CH:21]=[CH:20][CH:19]=[CH:18][CH:17]=1)[C:22]1[CH:27]=[CH:26][CH:25]=[CH:24][CH:23]=1)([CH3:2])([CH3:3])[CH3:4] |f:1.2,5.6|. Procedure details: To a stirred solution of the material from Step 2 (339.5 g, 595 mmol) in EtOAc (1000 mL) and H2O (1400 mL) at room temperature were added sodium bromate (250 g, 1657 mmol) and ruthenium oxide hydrate (3 g, 19.86 mmol). The reaction mixture was stirred at room temperature overnight, 50% of conversion. The mixture was then heated at 55° C. overnight. Additional sodium bromate (100 g) was added and the resulting mixture was heated at 40° C. for 12 hours. Upon cooling to room temperature, the reacti... Starting materials: CC(C)(C)[Si](C)(C)Cl, CC(C)(C)OC(=O)N1C(CO)C(O)CC1C1CC1, ClCCl, c1ccncc1. Product: CC(C)(C)OC(=O)N1C(CO[Si](C)(C)C(C)(C)C)C(O)CC1C1CC1. As a reaction SMILES: [C:1]([CH3:2])([CH3:3])([CH3:4])[Si:5]([CH3:6])([CH3:7])[Cl:8].[CH:9]1([CH:12]2[CH2:13][CH:14]([OH:26])[CH:15]([CH2:24][OH:25])[N:16]2[C:17](=[O:18])[O:19][C:20]([CH3:21])([CH3:22])[CH3:23])[CH2:10][CH2:11]1.[Cl:33][CH2:34][Cl:35].[cH:27]1[cH:28][cH:29][n:30][cH:31][cH:32]1>>[C:1]([CH3:2])([CH3:3])([CH3:4])[Si:5]([CH3:6])([CH3:7])[O:25][CH2:24][CH:15]1[CH:14]([OH:26])[CH2:13][CH:12]([CH:9]2[CH2:10][CH2:11]2)[N:16]1[C:17](=[O:18])[O:19][C:20]([CH3:21])([CH3:22])[CH3:23]. Reaction SMILES: [CH2:12]([c:13]1[cH:14][cH:15][cH:16][cH:17][cH:18]1)[CH:19]([C:20]([N:21]1[CH2:22][CH2:23][S:24][CH2:25][CH2:26]1)=[O:27])[NH:28][C:29](=[O:30])[c:31]1[nH:32][c:33]2[cH:34][cH:35][c:36]([Cl:40])[cH:37][c:38]2[cH:39]1.[CH3:44][CH2:45][O:46][C:47](=[O:48])[CH3:49].[Cl:1][c:2]1[cH:3][c:4]([C:9](=[O:6])[O:10][OH:11])[cH:5][cH:7][cH:8]1.[Cl:41][CH2:42][Cl:43]>>[O:6]=[S:24]1[CH2:23][CH2:22][N:21]([C:20]([CH:19]([CH2:12][c:13]2[cH:14][cH:15][cH:16][cH:17][cH:18]2)[NH:28][C:29](=[O:30])[c:31]2[nH:32][c:33]3[cH:34][cH:35][c:36]([Cl:40])[cH:37][c:38]3[cH:39]2)=[O:27])[CH2:26][CH2:25]1. The product is O=C(NC(Cc1ccccc1)C(=O)N1CCS(=O)CC1)c1cc2cc(Cl)ccc2[nH]1. Reactants: O=C(NC(Cc1ccccc1)C(=O)N1CCSCC1)c1cc2cc(Cl)ccc2[nH]1, CCOC(C)=O, O=C(OO)c1cccc(Cl)c1, ClCCl.